Dataset: the Open Reaction Database (ORD), a public repository of structured organic reaction records. Task: describe an organic reaction: reactants, conditions, products, and yield Starting materials: COCOc1ccc(CO)cc1Br, ClCCl, O=S(Cl)Cl, c1ccncc1. Yields the product COCOc1ccc(CCl)cc1Br. RXN SMILES: [Br:1][c:2]1[cH:3][c:4]([CH2:12][OH:13])[cH:5][cH:6][c:7]1[O:8][CH2:9][O:10][CH3:11].[Cl:24][CH2:25][Cl:26].[S:20]([Cl:21])([Cl:22])=[O:23].[cH:14]1[cH:15][cH:16][n:17][cH:18][cH:19]1>>[Br:1][c:2]1[cH:3][c:4]([CH2:12][Cl:22])[cH:5][cH:6][c:7]1[O:8][CH2:9][O:10][CH3:11]. Reactants: C(C)(C)(C)OC(=O)N1N=CC2=CC(=CC=C12)N (5-Amino-indazole-1-carboxylic acid tert-butyl ester), ClC=1C=C(C=CC1)C(C(=O)O)O (2-(3-chlorophenyl)-2-hydroxyacetic acid). Yields the product C(C)(C)(C)OC(=O)N1N=CC2=CC(=CC=C12)N (5-Amino-indazole-1-carboxylic acid tert-butyl ester), C(C)(C)(C)OC(=O)N1N=CC2=CC(=CC=C12)NC(C(O)C1=CC(=CC=C1)Cl)=O (5-[2-(3-chloro-phenyl)-2-hydroxy-acetylamino]-indazole-1-carboxylic acid tert-butyl ester). Reaction SMILES: [C:1]([O:5][C:6]([N:8]1[C:16]2[C:11](=[CH:12][C:13]([NH2:17])=[CH:14][CH:15]=2)[CH:10]=[N:9]1)=[O:7])([CH3:4])([CH3:3])[CH3:2].[Cl:18][C:19]1[CH:20]=[C:21]([CH:25]([OH:29])[C:26](O)=[O:27])[CH:22]=[CH:23][CH:24]=1>>[C:1]([O:5][C:6]([N:8]1[C:16]2[C:11](=[CH:12][C:13]([NH2:17])=[CH:14][CH:15]=2)[CH:10]=[N:9]1)=[O:7])([CH3:4])([CH3:2])[CH3:3].[C:1]([O:5][C:6]([N:8]1[C:16]2[C:11](=[CH:12][C:13]([NH:17][C:26](=[O:27])[CH:25]([C:21]3[CH:22]=[CH:23][CH:24]=[C:19]([Cl:18])[CH:20]=3)[OH:29])=[CH:14][CH:15]=2)[CH:10]=[N:9]1)=[O:7])([CH3:4])([CH3:2])[CH3:3]. Procedure details: 5-Amino-indazole-1-carboxylic acid tert-butyl ester was prepared following the procedure outlined by S. J. Brickner, WO9002744. 5-Amino-indazole-1-carboxylic acid tert-butyl ester was then coupled with 2-(3-chlorophenyl)-2-hydroxyacetic acid following the procedure as described in Example 1 to afford 5-[2-(3-chloro-phenyl)-2-hydroxy-acetylamino]-indazole-1-carboxylic acid tert-butyl ester. To a solution of 5-[2-(3-chloro-phenyl)-2-hydroxy-acetylamino]-indazole-1-carboxylic acid tert-butyl ester ... Reactants: CC(C)Oc1ccc(-c2nc(-c3cccc4c3CCCC4NS(=O)(=O)CC(=O)O)no2)cc1C#N, ClCCCl, CNC, [Na+], O=C([O-])O, CN(C)C=O, On1nnc2ccccc21. Product: CC(C)Oc1ccc(-c2nc(-c3cccc4c3CCCC4NS(=O)(=O)CC(=O)N(C)C)no2)cc1C#N. Reaction SMILES: [C:1](#[N:2])[c:3]1[cH:4][c:5](-[c:13]2[n:14][c:15](-[c:18]3[c:19]4[c:24]([cH:25][cH:26][cH:27]3)[CH:23]([NH:28][S:29](=[O:30])(=[O:31])[CH2:32][C:33](=[O:34])[OH:35])[CH2:22][CH2:21][CH2:20]4)[n:16][o:17]2)[cH:6][cH:7][c:8]1[O:9][CH:10]([CH3:11])[CH3:12].[CH2:46]([Cl:47])[CH2:48][Cl:49].[CH3:50][NH:51][CH3:52].[Na+:62].[O-:58][C:59]([OH:60])=[O:61].[O:53]=[CH:54][N:55]([CH3:56])[CH3:57].[OH:36][n:37]1[c:38]2[cH:39][cH:40][cH:41][cH:42][c:43]2[n:44][n:45]1>>[C:1](#[N:2])[c:3]1[cH:4][c:5](-[c:13]2[n:14][c:15](-[c:18]3[c:19]4[c:24]([cH:25][cH:26][cH:27]3)[CH:23]([NH:28][S:29](=[O:30])(=[O:31])[CH2:32][C:33](=[O:35])[N:51]([CH3:50])[CH3:52])[CH2:22][CH2:21][CH2:20]4)[n:16][o:17]2)[cH:6][cH:7][c:8]1[O:9][CH:10]([CH3:11])[CH3:12].